This data is from the Open Reaction Database (ORD), a public repository of structured organic reaction records. The task is: describe an organic reaction: reactants, conditions, products, and yield Reactants: FC(OC1=CC=C(OC2CCNCC2)C=C1)(F)F (4-(4-(trifluoromethoxy)phenoxy)piperidine), C1CO1 (ethylene oxide). The solvent is ClCCl (dichloromethane). Run at temperature 0 celsius. Product: FC(OC1=CC=C(OC2CCN(CC2)CCO)C=C1)(F)F (2-(4-(4-(trifluoromethoxy)phenoxy)piperidin-1-yl)ethanol). The yield is 99.6%. Reaction SMILES: [F:1][C:2]([F:18])([F:17])[O:3][C:4]1[CH:16]=[CH:15][C:7]([O:8][CH:9]2[CH2:14][CH2:13][NH:12][CH2:11][CH2:10]2)=[CH:6][CH:5]=1.[CH2:19]1[O:21][CH2:20]1>ClCCl>[F:18][C:2]([F:1])([F:17])[O:3][C:4]1[CH:16]=[CH:15][C:7]([O:8][CH:9]2[CH2:10][CH2:11][N:12]([CH2:19][CH2:20][OH:21])[CH2:13][CH2:14]2)=[CH:6][CH:5]=1. Reported procedure: 4-(4-(trifluoromethoxy)phenoxy)piperidine (1.31 g, 5.0 mmol) was dissolved in dry dichloromethane (30 mL), cooled to 0° C. in ice salt-bath, added ethylene oxide (2.55 mL, 50 mmol), reacted for 3 h in ice salt-bath, stopped the reaction, the reaction was monitored by TLC, the system was spun dry after complete reaction to give 1.52 g title compound, yield was 100%. Starting materials: Cl.C(C)(=O)N1CCC(CC1)OC1=CC=C(C=C1)N (1-Acetyl-4-(4-aminophenyloxy)piperidine hydrochloride), C([O-])(O)=O.[Na+] (sodium bicarbonate), ( 2 ), C(#N)[BH3-].[Na+] (sodium cyano borohydride), pentylaldehyde. Run in CO (methanol). Reaction conditions: time 1 hour. Product: C(C)(=O)N1CCC(CC1)OC1=CC=C(C=C1)NCCCCC (1-acetyl-4-(4-pentylaminophenyloxy)piperidine). Isolated yield 149.4%. RXN SMILES: Cl.[C:2]([N:5]1[CH2:10][CH2:9][CH:8]([O:11][C:12]2[CH:17]=[CH:16][C:15](N)=[CH:14][CH:13]=2)[CH2:7][CH2:6]1)(=[O:4])[CH3:3].[C:19]([BH3-])#[N:20].[Na+].C(=O)(O)[O-].[Na+]>CO>[C:2]([N:5]1[CH2:10][CH2:9][CH:8]([O:11][C:12]2[CH:17]=[CH:16][C:15]([NH:20][CH2:19][CH2:6][CH2:7][CH2:8][CH3:9])=[CH:14][CH:13]=2)[CH2:7][CH2:6]1)(=[O:4])[CH3:3] |f:0.1,2.3,4.5|. Reported procedure: 1-Acetyl-4-(4-aminophenyloxy)piperidine hydrochloride (2.5 g) obatined in Example 1, (2) was dissolved in methanol (20 ml) and to the solution were added sodium cyano borohydride (1.2 g) and pentylaldehyde (0.8 g) at room temperature. The mixture was stirred at room temperature for 1 hour. To the mixture was added aqueous saturated solution of sodium bicarbonate (50 ml) and the mixture was extracted with methylene chloride (50 ml×3). The combined extract was dried over anhydrous sodium sulfate a... The reactants are FC(C1=CC=C(N=N1)C1=CC(NC=C1)=O)(F)F (4-(6-(trifluoromethyl)pyridazin-3-yl)pyridin-2(1H)-one), BrC=1C=CC=2C3=C(N(C2C1)C)CCN(CC3)C(=O)OC(C)(C)C (tert-butyl 8-bromo-6-methyl-1,2,4,5-tetrahydroazepino[4,5-b]indole-3(6H)-carboxylate), OC=1C=CC=C2C=CC=NC12 (8-hydroxyquinoline), C(=O)([O-])[O-].[Cs+].[Cs+] (Cs2CO3). Reagents/catalysts: [Cu]I (CuI). The solvent is CS(=O)C (DMSO). Reaction conditions: temperature 135 celsius, time 8 hour. Yields the product EtOAc hexanes, CN1C2=C(C=3C=CC(=CC13)N1C(C=C(C=C1)C=1N=NC(=CC1)C(F)(F)F)=O)CCN(CC2)C(=O)OC(C)(C)C (tert-Butyl 6-methyl-8-(2-oxo-4-(6-(trifluoromethyl)pyridazin-3-yl)pyridin-1 (2H)-yl)-1,2,4,5-tetrahydroazepino[4,5-b]indole-3(6H)-carboxylate). Yield: 31.3%. RXN SMILES: [F:1][C:2]([F:17])([F:16])[C:3]1[N:8]=[N:7][C:6]([C:9]2[CH:14]=[CH:13][NH:12][C:11](=[O:15])[CH:10]=2)=[CH:5][CH:4]=1.Br[C:19]1[CH:20]=[CH:21][C:22]2[C:23]3[CH2:33][CH2:32][N:31]([C:34]([O:36][C:37]([CH3:40])([CH3:39])[CH3:38])=[O:35])[CH2:30][CH2:29][C:24]=3[N:25]([CH3:28])[C:26]=2[CH:27]=1.OC1C=CC=C2C=1N=CC=C2.C([O-])([O-])=O.[Cs+].[Cs+]>CS(C)=O.[Cu]I>[CH3:28][N:25]1[C:26]2[CH:27]=[C:19]([N:12]3[CH:13]=[CH:14][C:9]([C:6]4[N:7]=[N:8][C:3]([C:2]([F:1])([F:16])[F:17])=[CH:4][CH:5]=4)=[CH:10][C:11]3=[O:15])[CH:20]=[CH:21][C:22]=2[C:23]2[CH2:33][CH2:32][N:31]([C:34]([O:36][C:37]([CH3:40])([CH3:39])[CH3:38])=[O:35])[CH2:30][CH2:29][C:24]1=2 |f:3.4.5|. Reported procedure: A suspension of 4-(6-(trifluoromethyl)pyridazin-3-yl)pyridin-2(1H)-one (106 mg, 0.438 mmol), tert-butyl 8-bromo-6-methyl-1,2,4,5-tetrahydroazepino[4,5-b]indole-3(6H)-carboxylate (183 mg, 0.482 mmol), CuI (100 mg, 0.526 mmol), 8-hydroxyquinoline (13 mg, 0.09 mmol) and Cs2CO3 (157 mg, 0.482 mmol) in DMSO (10 mL) was degassed under reduced pressure for 45 min. The suspension was put under Ar and stirred at 135° C. overnight. The suspension was cooled, 9:0.9:0.1 CH2Cl2/MeOH/NH4OH (10 mL) was added a... Reactants: COc1cc(C)c(C(O)c2c(F)ncc(C)c2I)c(OC)c1OC, Cc1ccccc1. The product is COc1cc(C)c(C(=O)c2c(F)ncc(C)c2I)c(OC)c1OC. Reaction SMILES: [CH3:1][O:2][c:3]1[c:4]([CH:14]([OH:15])[c:16]2[c:17]([F:24])[n:18][cH:19][c:20]([CH3:23])[c:21]2[I:22])[c:5]([CH3:13])[cH:6][c:7]([O:11][CH3:12])[c:8]1[O:9][CH3:10].[CH3:25][c:26]1[cH:27][cH:28][cH:29][cH:30][cH:31]1>>[CH3:1][O:2][c:3]1[c:4]([C:14](=[O:15])[c:16]2[c:17]([F:24])[n:18][cH:19][c:20]([CH3:23])[c:21]2[I:22])[c:5]([CH3:13])[cH:6][c:7]([O:11][CH3:12])[c:8]1[O:9][CH3:10]. The reactants are C(C)(C)(C)NCCC1CCCCC1 (N-t-butyl-N-(2-cyclohexylethyl)amine), COC(C1=C(C=C(C=C1)CBr)C1=C(C=CC=C1)C)=O (4-bromomethyl-2-(2-methylphenyl)benzoic acid methyl ester). The product is COC(C1=C(C=C(C=C1)CN(CCC1CCCCC1)C(C)(C)C)C1=C(C=CC=C1)C)=O (4-(N-t-Butyl-N-(2-cyclohexylethyl)aminomethyl)-2-(2-methylphenyl)benzoic acid methyl ester). As a reaction SMILES: [C:1]([NH:5][CH2:6][CH2:7][CH:8]1[CH2:13][CH2:12][CH2:11][CH2:10][CH2:9]1)([CH3:4])([CH3:3])[CH3:2].[CH3:14][O:15][C:16](=[O:32])[C:17]1[CH:22]=[CH:21][C:20]([CH2:23]Br)=[CH:19][C:18]=1[C:25]1[CH:30]=[CH:29][CH:28]=[CH:27][C:26]=1[CH3:31]>>[CH3:14][O:15][C:16](=[O:32])[C:17]1[CH:22]=[CH:21][C:20]([CH2:23][N:5]([C:1]([CH3:4])([CH3:2])[CH3:3])[CH2:6][CH2:7][CH:8]2[CH2:9][CH2:10][CH2:11][CH2:12][CH2:13]2)=[CH:19][C:18]=1[C:25]1[CH:30]=[CH:29][CH:28]=[CH:27][C:26]=1[CH3:31]. Procedure details: The desired compound was prepared using the method described in Example 1178G starting with N-t-butyl-N-(2-cyclohexylethyl)amine, prepared as in Example 1181A, and 4-bromomethyl-2-(2-methylphenyl)benzoic acid methyl ester, prepared as in Example 1178A-D. m/e (ESI) 422 (MH+) The reactants are O=C([O-])O, CS(=O)(=O)O, CO, Cc1ccc(-c2cnc3c(c2)C2(COC(N)=N2)c2cc(C#CC(C)(C)O)ccc2O3)cc1, [Na+]. Product: COC(C)(C)C#Cc1ccc2c(c1)C1(COC(N)=N1)c1cc(-c3ccc(C)cc3)cnc1O2. Reaction SMILES: [C:38](=[O:39])([OH:40])[O-:41].[CH3:33][S:34](=[O:35])(=[O:36])[OH:37].[CH3:43][OH:44].[NH2:1][C:2]1=[N:32][C:5]2([CH2:4][O:3]1)[c:6]1[cH:7][c:8]([C:26]#[C:27][C:28]([CH3:29])([OH:30])[CH3:31])[cH:9][cH:10][c:11]1[O:12][c:13]1[n:14][cH:15][c:16](-[c:19]3[cH:20][cH:21][c:22]([CH3:25])[cH:23][cH:24]3)[cH:17][c:18]12.[Na+:42]>>[NH2:1][C:2]1=[N:32][C:5]2([CH2:4][O:3]1)[c:6]1[cH:7][c:8]([C:26]#[C:27][C:28]([CH3:29])([O:30][CH3:33])[CH3:31])[cH:9][cH:10][c:11]1[O:12][c:13]1[n:14][cH:15][c:16](-[c:19]3[cH:20][cH:21][c:22]([CH3:25])[cH:23][cH:24]3)[cH:17][c:18]12.